Dataset: the Open Reaction Database (ORD), a public repository of structured organic reaction records. Task: describe an organic reaction: reactants, conditions, products, and yield Yields the product OCC1OC(n2cnc3c(N4CCOCC4)ncnc32)CC1O. Reaction SMILES: [C:34](=[O:35])([O-:36])[O-:37].[CH2:28]1[CH2:29][O:30][CH2:31][CH2:32][NH:33]1.[CH3:40][O:41][CH2:42][CH2:43][O:44][CH3:45].[Cs+:38].[Cs+:39].[n:1]1([O:2][c:11]2[c:12]3[n:13][cH:14][n:15]([CH:16]4[CH2:17][CH:18]([OH:19])[CH:20]([CH2:21][OH:22])[O:23]4)[c:24]3[n:25][cH:26][n:27]2)[c:3]2[cH:4][cH:5][cH:6][cH:7][c:8]2[n:9][n:10]1>>[c:11]1([N:33]2[CH2:28][CH2:29][O:30][CH2:31][CH2:32]2)[c:12]2[n:13][cH:14][n:15]([CH:16]3[CH2:17][CH:18]([OH:19])[CH:20]([CH2:21][OH:22])[O:23]3)[c:24]2[n:25][cH:26][n:27]1. Starting materials: O=C([O-])[O-], C1COCCN1, COCCOC, [Cs+], [Cs+], OCC1OC(n2cnc3c(On4nnc5ccccc54)ncnc32)CC1O. The reactants are O=C([O-])[O-], CCOC(=O)Cc1cccc(O)c1, C1COCCO1, Cc1ccc(F)c(C=O)c1, [K+], [K+]. Yields the product CCOC(=O)Cc1cccc(Oc2ccc(C)cc2C=O)c1. Reaction SMILES: [C:24](=[O:25])([O-:26])[O-:27].[CH2:1]([CH3:2])[O:3][C:4]([CH2:5][c:6]1[cH:7][c:8]([OH:12])[cH:9][cH:10][cH:11]1)=[O:13].[CH2:30]1[O:31][CH2:32][CH2:33][O:34][CH2:35]1.[F:14][c:15]1[c:16]([CH:17]=[O:18])[cH:19][c:20]([CH3:23])[cH:21][cH:22]1.[K+:28].[K+:29]>>[CH2:1]([CH3:2])[O:3][C:4]([CH2:5][c:6]1[cH:7][c:8]([O:12][c:15]2[c:16]([CH:17]=[O:18])[cH:19][c:20]([CH3:23])[cH:21][cH:22]2)[cH:9][cH:10][cH:11]1)=[O:13].